Dataset: the Open Reaction Database (ORD), a public repository of structured organic reaction records. Task: describe an organic reaction: reactants, conditions, products, and yield The reactants are CC(O)c1cnc(N2CCN(c3nc4c(Br)cc(C(F)(F)F)cc4[nH]3)C(C)C2)c(Cl)c1, CC(O)c1cnc(N2CCN(c3nc4c(Br)cc(C(F)(F)F)cc4[nH]3)C(C)C2)c(Cl)c1, OB(O)c1cc(F)c(F)c(F)c1. Yields the product CC(O)c1cnc(N2CCN(c3nc4cc(C(F)(F)F)cc(-c5cc(F)c(F)c(F)c5)c4[nH]3)C(C)C2)c(Cl)c1. Reaction SMILES: [Br:1][c:2]1[cH:3][c:4]([C:28]([F:29])([F:30])[F:31])[cH:5][c:6]2[nH:7][c:8]([N:11]3[CH:12]([CH3:27])[CH2:13][N:14]([c:17]4[c:18]([Cl:26])[cH:19][c:20]([CH:23]([CH3:24])[OH:25])[cH:21][n:22]4)[CH2:15][CH2:16]3)[n:9][c:10]12.[Br:32][c:33]1[c:34]2[n:35][c:36]([N:37]3[CH2:38][CH2:39][N:40]([c:41]4[n:42][cH:43][c:44]([CH:45]([OH:46])[CH3:47])[cH:48][c:49]4[Cl:50])[CH2:51][CH:52]3[CH3:53])[nH:54][c:55]2[cH:56][c:57]([C:58]([F:59])([F:60])[F:61])[cH:62]1.[F:63][c:64]1[cH:65][c:66]([B:72]([OH:73])[OH:74])[cH:67][c:68]([F:71])[c:69]1[F:70]>>[c:2]1(-[c:66]2[cH:65][c:64]([F:63])[c:69]([F:70])[c:68]([F:71])[cH:67]2)[cH:3][c:4]([C:28]([F:29])([F:30])[F:31])[cH:5][c:6]2[n:7][c:8]([N:11]3[CH:12]([CH3:27])[CH2:13][N:14]([c:17]4[c:18]([Cl:26])[cH:19][c:20]([CH:23]([CH3:24])[OH:25])[cH:21][n:22]4)[CH2:15][CH2:16]3)[nH:9][c:10]12. Starting materials: BrCC(=O)OCC (ethyl bromoacetate), ester, C(C)C1C(C2=C(C(=C(C=C2C1C1=CC=CC=C1)O)Cl)Cl)=O (2-ethyl-3-phenyl-5-hydroxy-6,7-dichloro-1-indanone), C([O-])([O-])=O.[K+].[K+] (potassium carbonate). Solvent: CN(C=O)C (dimethylformamide). The product is O=C1C(C(C2=CC(=C(C(=C12)Cl)Cl)OCC(=O)O)C1=CC=CC=C1)CC ((1-Oxo-2-ethyl-3-phenyl-6,7-dichloro-5-indanyloxy)acetic acid), 14.4. RXN SMILES: [CH2:1]([CH:3]1[CH:11]([C:12]2[CH:17]=[CH:16][CH:15]=[CH:14][CH:13]=2)[C:10]2[C:5](=[C:6]([Cl:20])[C:7]([Cl:19])=[C:8]([OH:18])[CH:9]=2)[C:4]1=[O:21])[CH3:2].C(=O)([O-])[O-].[K+].[K+].Br[CH2:29][C:30]([O:32]CC)=[O:31]>CN(C)C=O>[O:21]=[C:4]1[C:5]2[C:10](=[CH:9][C:8]([O:18][CH2:29][C:30]([OH:32])=[O:31])=[C:7]([Cl:19])[C:6]=2[Cl:20])[CH:11]([C:12]2[CH:17]=[CH:16][CH:15]=[CH:14][CH:13]=2)[CH:3]1[CH2:1][CH3:2] |f:1.2.3|. Procedure: (1-Oxo-2-ethyl-3-phenyl-6,7-dichloro-5-indanyloxy)acetic acid is prepared following substantially the same procedure described in Example 4, Step F, using the following substances: 2-ethyl-3-phenyl-5-hydroxy-6,7-dichloro-1-indanone (16.6 g., 0.0518 mole); potassium carbonate (14.4 g., 0.104 mole); ethyl bromoacetate (17.3 g., 0.104 mole); and dimethylformamide (80 ml.); and hydrolyzing the resultant ester in accordance with Example 4, Step F, there is obtained 14.4. g. (74%) of (1-oxo-2-ethyl-3-... Reagents/catalysts: N(=NC(C#N)(C)C)C(C#N)(C)C (2,2′-azo-bis-isobutyronitrile). Product: COC(C(C1=CC=C(C=C1)[N+](=O)[O-])Br)=O (bromo-(4-nitro-phenyl)-acetic acid methyl ester). Procedure details: (4-Nitro-phenyl)-acetic acid methyl ester (500 mg, 2.56 mmol) was dissolved in carbon tetrachloride (6.00 mL) and N-bromosuccinimide (502 mg, 2.82 mmol) was added followed by 2,2′-azo-bis-isobutyronitrile (12.6 mg, 0.0768 mmol). The reaction was heated at 74° C. overnight. The reaction was then cooled to room temperature and poured into heptane (25 mL). The resulting suspension was filtered and the filter cake washed with heptane (15 mL). The filtrate was concentrated under reduced pressure and ... Starting materials: BrN1C(CCC1=O)=O (N-bromosuccinimide), COC(CC1=CC=C(C=C1)[N+](=O)[O-])=O ((4-Nitro-phenyl)-acetic acid methyl ester), CCCCCCC (heptane). The yield is 78.0%. Solvent: C(Cl)(Cl)(Cl)Cl (carbon tetrachloride). As a reaction SMILES: [CH3:1][O:2][C:3](=[O:14])[CH2:4][C:5]1[CH:10]=[CH:9][C:8]([N+:11]([O-:13])=[O:12])=[CH:7][CH:6]=1.[Br:15]N1C(=O)CCC1=O.CCCCCCC>C(Cl)(Cl)(Cl)Cl.N(C(C)(C)C#N)=NC(C)(C)C#N>[CH3:1][O:2][C:3](=[O:14])[CH:4]([Br:15])[C:5]1[CH:6]=[CH:7][C:8]([N+:11]([O-:13])=[O:12])=[CH:9][CH:10]=1. Conditions: temperature 74 celsius. Reactants: C(C(C)(C)C)(=O)OCI (pivaloyloxymethyl iodide), NC=1SC=C(N1)/C(/C(=O)N[C@H]1[C@@H]2N(C(=C(CS2)\C=C/C=2C=NC=NC2)C(=O)[O-])C1=O)=N/O.[Na+] (Sodium 7β-[(Z)-2-(2-aminothiazol-4-yl)-2-(hydroxyimino)acetamido]-3-[(Z)-2 (pyrimidin-5-yl)vinyl]-3-cephem-4-carboxylate), C(C)(=O)OCC (Ethyl acetate). Run in CN(C(C)=O)C (N,N-dimethylacetamide). Product: NC=1SC=C(N1)/C(/C(=O)N[C@H]1[C@@H]2N(C(=C(CS2)\C=C/C=2C=NC=NC2)C(=O)OCOC(C(C)(C)C)=O)C1=O)=N/O (Pivaloyloxymethyl 7β-[(Z)-2-(2-aminothiazol-4-yl)-2-(hydroxyimino)acetamido]-3-[(Z)-2-(pyrimidin-5-yl)vinyl]-3-cephem-4-carboxylate). RXN SMILES: [NH2:1][C:2]1[S:3][CH:4]=[C:5](/[C:7](=[N:31]/[OH:32])/[C:8]([NH:10][C@@H:11]2[C:29](=[O:30])[N:13]3[C:14]([C:26]([O-:28])=[O:27])=[C:15](/[CH:18]=[CH:19]\[C:20]4[CH:21]=[N:22][CH:23]=[N:24][CH:25]=4)[CH2:16][S:17][C@H:12]23)=[O:9])[N:6]=1.[Na+].[C:34]([O:40][CH2:41]I)(=[O:39])[C:35]([CH3:38])([CH3:37])[CH3:36].C(OCC)(=O)C>CN(C)C(=O)C>[NH2:1][C:2]1[S:3][CH:4]=[C:5](/[C:7](=[N:31]/[OH:32])/[C:8]([NH:10][C@@H:11]2[C:29](=[O:30])[N:13]3[C:14]([C:26]([O:28][CH2:41][O:40][C:34](=[O:39])[C:35]([CH3:38])([CH3:37])[CH3:36])=[O:27])=[C:15](/[CH:18]=[CH:19]\[C:20]4[CH:25]=[N:24][CH:23]=[N:22][CH:21]=4)[CH2:16][S:17][C@H:12]23)=[O:9])[N:6]=1 |f:0.1|. Procedure: The compound (100 mg) of Example 16 was dissolved in N,N-dimethylacetamide (2 ml), followed by the addition of pivaloyloxymethyl iodide (50 mg). They were reacted for 1 hour. Ethyl acetate (50 ml) was added. The resulting mixture was washed with water, dried over magnesium sulfate, and then concentrated under reduced pressure. Ether was added to the residue and the resulting solid was collected by filtration, whereby the title compound (80 mg) was obtained. The reactants are CC#CCOc1ccc(S(=O)(=O)N(C)C(C(=O)NO)c2ccc(OCCCNC(=O)OC(C)(C)C)cc2)cc1, ClCCl, Cl. Yields the product CC#CCOc1ccc(S(=O)(=O)N(C)C(C(=O)NO)c2ccc(OCCCN)cc2)cc1. As a reaction SMILES: [CH2:2]([C:3]#[C:4][CH3:5])[O:6][c:7]1[cH:8][cH:9][c:10]([S:13](=[O:14])(=[O:15])[N:16]([CH:17]([C:18](=[O:19])[NH:20][OH:21])[c:22]2[cH:23][cH:24][c:25]([O:26][CH2:27][CH2:28][CH2:29][NH:30][C:31](=[O:32])[O:33][C:34]([CH3:35])([CH3:36])[CH3:37])[cH:38][cH:39]2)[CH3:40])[cH:11][cH:12]1.[Cl:41][CH2:42][Cl:43].[ClH:1]>>[CH2:2]([C:3]#[C:4][CH3:5])[O:6][c:7]1[cH:8][cH:9][c:10]([S:13](=[O:14])(=[O:15])[N:16]([CH:17]([C:18](=[O:19])[NH:20][OH:21])[c:22]2[cH:23][cH:24][c:25]([O:26][CH2:27][CH2:28][CH2:29][NH2:30])[cH:38][cH:39]2)[CH3:40])[cH:11][cH:12]1.